From a dataset of the Open Reaction Database (ORD), a public repository of structured organic reaction records. describe an organic reaction: reactants, conditions, products, and yield Reactants: Cc1cc(Cc2cnc(N[N+](=O)[O-])[nH]c2=O)cnc1C, N=C(N)Nc1nc(CSCCN)cs1, c1ccncc1. The product is Cc1cc(Cc2cnc(NCCSCc3csc(NC(=N)N)n3)[nH]c2=O)cnc1C. RXN SMILES: [N+:15]([NH:16][c:19]1[n:20][cH:21][c:22]([CH2:26][c:27]2[cH:28][n:29][c:30]([CH3:34])[c:31]([CH3:33])[cH:32]2)[c:23](=[O:25])[nH:24]1)([O-:17])=[O:18].[NH:1]([C:2](=[NH:3])[NH2:4])[c:5]1[s:6][cH:7][c:8]([CH2:10][S:11][CH2:12][CH2:13][NH2:14])[n:9]1.[cH:35]1[cH:36][cH:37][n:38][cH:39][cH:40]1>>[NH:1]([C:2](=[NH:3])[NH2:4])[c:5]1[s:6][cH:7][c:8]([CH2:10][S:11][CH2:12][CH2:13][NH:14][c:19]2[n:20][cH:21][c:22]([CH2:26][c:27]3[cH:28][n:29][c:30]([CH3:34])[c:31]([CH3:33])[cH:32]3)[c:23](=[O:25])[nH:24]2)[n:9]1. Starting materials: C1CCOC1, CC(C)N=C=NC(C)C, CCN(C(C)C)C(C)C, CCOC(=O)C(C)OC(Cc1ccc(-c2cccc(Cl)c2)cc1)C(=O)O, Nc1nnn[nH]1. Yields the product CCOC(=O)C(C)OC(Cc1ccc(-c2cccc(Cl)c2)cc1)C(=O)Nc1nnn[nH]1. RXN SMILES: [CH2:51]1[O:52][CH2:53][CH2:54][CH2:55]1.[CH3:42][CH:43]([N:44]=[C:45]=[N:46][CH:47]([CH3:48])[CH3:49])[CH3:50].[CH:33]([N:34]([CH2:35][CH3:36])[CH:37]([CH3:38])[CH3:39])([CH3:40])[CH3:41].[Cl:1][c:2]1[cH:3][c:4](-[c:8]2[cH:9][cH:10][c:11]([CH2:14][CH:15]([C:16](=[O:17])[OH:18])[O:19][CH:20]([CH3:21])[C:22](=[O:23])[O:24][CH2:25][CH3:26])[cH:12][cH:13]2)[cH:5][cH:6][cH:7]1.[NH2:27][c:28]1[n:29][n:30][n:31][nH:32]1>>[Cl:1][c:2]1[cH:3][c:4](-[c:8]2[cH:9][cH:10][c:11]([CH2:14][CH:15]([C:16](=[O:17])[NH:27][c:28]3[n:29][n:30][n:31][nH:32]3)[O:19][CH:20]([CH3:21])[C:22](=[O:23])[O:24][CH2:25][CH3:26])[cH:12][cH:13]2)[cH:5][cH:6][cH:7]1. Starting materials: N (NH3), ClC1=C(C=NC=C1)[N+](=O)[O-] (4-Chloro-3-nitropyridine), CC(C)([O-])C.[K+] (Potassium t-butoxide), CC(C)(C)[O-].[K+] (KOt-Bu), C(C)(C)(C)OO (t-BuOOH). Solvent: C1CCOC1 (THF), C1CCOC1 (THF), C1CCOC1 (THF). Reaction conditions: temperature -35 celsius, time 2 hour. The product is ClC1=CC(=NC=C1[N+](=O)[O-])O (4-Chloro-2-hydroxy-5-nitropyridine). Isolated yield 80.2%. RXN SMILES: N.CC(C)([O-:5])C.[K+].[Cl:8][C:9]1[CH:14]=[CH:13][N:12]=[CH:11][C:10]=1[N+:15]([O-:17])=[O:16].C(OO)(C)(C)C>C1COCC1>[Cl:8][C:9]1[C:10]([N+:15]([O-:17])=[O:16])=[CH:11][N:12]=[C:13]([OH:5])[CH:14]=1 |f:1.2|. Reported procedure: THF (500 mL) was cooled to −78° C. and anhydrous NH3 (˜200 mL) was condensed into the THF. Potassium t-butoxide (71.0 g, 630 mmol) was added and the mixture was allowed to warm to ˜−35° C. The product from Step 1 (40.0 g, 250 mmol) was cooled to 0° C. in THF (200 mL) and a solution of t-BuOOH (5 M in decane, 50 mL, 250 mmol) was added over 5 min. This solution was then added dropwise to the KOt-Bu solution prepared above over 1 h, then stirred for 2 h at −35° C. and then carefully quenched with ... Reactants: CC(C)[C@@H]1N(CCN(C1)C1=CC(=C(C=C1)[N+](=O)[O-])OC)CCS(=O)(=O)C ((2S)-2-(1-Methylethyl)-4-[3-(methyloxy)-4-nitrophenyl]-1-[2-(methylsulfonyl)-ethyl]piperazine). Reagents/catalysts: [Pd] (Palladium on carbon). Solvent: CCO (EtOH). The product is CC(C)[C@H]1CN(CCN1CCS(=O)(=O)C)C1=CC(=C(N)C=C1)OC (4-{(3S)-3-(1-methylethyl)-4-[2-(methylsulfonyl)ethyl]-1-piperazinyl}-2-(methyloxy)aniline). Isolated yield 99.1%. Reaction SMILES: [CH3:1][CH:2]([C@H:4]1[CH2:9][N:8]([C:10]2[CH:15]=[CH:14][C:13]([N+:16]([O-])=O)=[C:12]([O:19][CH3:20])[CH:11]=2)[CH2:7][CH2:6][N:5]1[CH2:21][CH2:22][S:23]([CH3:26])(=[O:25])=[O:24])[CH3:3]>CCO.[Pd]>[CH3:3][CH:2]([C@@H:4]1[N:5]([CH2:21][CH2:22][S:23]([CH3:26])(=[O:24])=[O:25])[CH2:6][CH2:7][N:8]([C:10]2[CH:15]=[CH:14][C:13]([NH2:16])=[C:12]([O:19][CH3:20])[CH:11]=2)[CH2:9]1)[CH3:1]. Reported procedure: (2S)-2-(1-Methylethyl)-4-[3-(methyloxy)-4-nitrophenyl]-1-[2-(methylsulfonyl)-ethyl]piperazine (0.382 g, 0.991 mmol) was dissolved in 15 mL of EtOH with stirring. 10% Palladium on carbon (0.105 g, 0.0987 mmol) was added, and the reaction was placed under 1 atm of H2 using a balloon. The reaction was stirred for 8 h and filtered through celite washing with EtOAc. The filtrate was concentrated in vacuo to provide the title compound of step G (0.349 g, 0.982 mmol, 99%). 1H NMR (400 MHz, DMSO-d6) δ 6... Solvent: CCO (EtOH). The reactants are CN1CCC(=CC1)C(C)(C1=CC=C(C=C1)[N+](=O)[O-])C (1-Methyl-4-[1-methyl-1-(4-nitro-phenyl)-ethyl]-1,2,3,6-tetrahydro-pyridine). Reagents/catalysts: [Pd] (Pd/C). Procedure details: 1-Methyl-4-[1-methyl-1-(4-nitro-phenyl)-ethyl]-1,2,3,6-tetrahydro-pyridine (Step B) was hydrogenated with Pd/C 10% at atmospheric pressure at RT in EtOH to yield the title compound. RXN SMILES: [CH3:1][N:2]1[CH2:7][CH:6]=[C:5]([C:8]([CH3:19])([C:10]2[CH:15]=[CH:14][C:13]([N+:16]([O-])=O)=[CH:12][CH:11]=2)[CH3:9])[CH2:4][CH2:3]1>CCO.[Pd]>[CH3:19][C:8]([C:10]1[CH:11]=[CH:12][C:13]([NH2:16])=[CH:14][CH:15]=1)([CH:5]1[CH2:4][CH2:3][N:2]([CH3:1])[CH2:7][CH2:6]1)[CH3:9]. Yields the product CC(C)(C1CCN(CC1)C)C1=CC=C(C=C1)N (4-[1-Methyl-1-(1-methyl-piperidin-4-yl)-ethyl]-phenylamine). The reactants are Fc1cc(I)c(CBr)cn1, CC#N, CCN(C(C)C)C(C)C, OC1CCNCC1. The product is OC1CCN(Cc2cnc(F)cc2I)CC1. Reaction SMILES: [Br:1][CH2:2][c:3]1[c:4]([I:10])[cH:5][c:6]([F:9])[n:7][cH:8]1.[CH3:27][C:28]#[N:29].[CH:18]([N:19]([CH:20]([CH3:21])[CH3:22])[CH2:23][CH3:24])([CH3:25])[CH3:26].[NH:11]1[CH2:12][CH2:13][CH:14]([OH:17])[CH2:15][CH2:16]1>>[CH2:2]([c:3]1[c:4]([I:10])[cH:5][c:6]([F:9])[n:7][cH:8]1)[N:11]1[CH2:12][CH2:13][CH:14]([OH:17])[CH2:15][CH2:16]1. Starting materials: COC=1C=C2C(=CC=NC2=CC1OC)OC1=CC=C(C=C1)N (6,7-Dimethoxy-4-(4-aminophenoxy)quinoline), [N+](=O)([O-])C=1C=C(C=C(C1)[N+](=O)[O-])N=C=O (3,5-dinitrophenyl isocyanate). Run in C1(=CC=CC=C1)C (toluene). Product: COC=1C=C2C(=CC=NC2=CC1OC)OC1=CC=C(C=C1)NC(=O)NC1=CC(=CC(=C1)[N+](=O)[O-])[N+](=O)[O-] (N-{4-[(6,7-Dimethoxy-4-quinolyl)oxy]phenyl}-N'-(3,5-dinitrophenyl) urea). Isolated yield 57.5%. RXN SMILES: [CH3:1][O:2][C:3]1[CH:4]=[C:5]2[C:10](=[CH:11][C:12]=1[O:13][CH3:14])[N:9]=[CH:8][CH:7]=[C:6]2[O:15][C:16]1[CH:21]=[CH:20][C:19]([NH2:22])=[CH:18][CH:17]=1.[N+:23]([C:26]1[CH:27]=[C:28]([N:35]=[C:36]=[O:37])[CH:29]=[C:30]([N+:32]([O-:34])=[O:33])[CH:31]=1)([O-:25])=[O:24]>C1(C)C=CC=CC=1>[CH3:1][O:2][C:3]1[CH:4]=[C:5]2[C:10](=[CH:11][C:12]=1[O:13][CH3:14])[N:9]=[CH:8][CH:7]=[C:6]2[O:15][C:16]1[CH:17]=[CH:18][C:19]([NH:22][C:36]([NH:35][C:28]2[CH:27]=[C:26]([N+:23]([O-:25])=[O:24])[CH:31]=[C:30]([N+:32]([O-:34])=[O:33])[CH:29]=2)=[O:37])=[CH:20][CH:21]=1. Procedure: 6,7-Dimethoxy-4-(4-aminophenoxy)quinoline (54 mg) was dissolved in toluene (5 ml) with heat, 3,5-dinitrophenyl isocyanate (81 mg) was added, and the admixture was refluxed with heat for 20 minutes. The reaction solution was purified by column chromatography on silica gel eluting with chloroform/acetone (10/1) to obtain 53 mg of the title compound (yield: 57%). Reactants: O (water), BrC=1OC2=C(C1C1=CC=CC=C1)C=C(C=C2C(=O)O)C2=CC=CC=C2 (2-bromo-3,5-diphenylbenzofuran-7-carboxylic acid), [N+](=O)([O-])[O-].[Na+] (Sodium nitrate), [N+](=O)(O)[O-] (nitric acid). Run in C(C)(=O)O (acetic acid). The product is C1(=CC=CC=C1)C1=C(OC2=C1C=C(C=C2C(=O)O)C2=CC=CC=C2)[N+](=O)[O-] (3,5-diphenyl-2-nitrobenzofuran-7-carboxylic acid). RXN SMILES: Br[C:2]1[O:3][C:4]2[C:16]([C:17]([OH:19])=[O:18])=[CH:15][C:14]([C:20]3[CH:25]=[CH:24][CH:23]=[CH:22][CH:21]=3)=[CH:13][C:5]=2[C:6]=1[C:7]1[CH:12]=[CH:11][CH:10]=[CH:9][CH:8]=1.[N+:26]([O-])([OH:28])=[O:27].[N+]([O-])([O-])=O.[Na+].O>C(O)(=O)C>[C:7]1([C:6]2[C:5]3[CH:13]=[C:14]([C:20]4[CH:25]=[CH:24][CH:23]=[CH:22][CH:21]=4)[CH:15]=[C:16]([C:17]([OH:19])=[O:18])[C:4]=3[O:3][C:2]=2[N+:26]([O-:28])=[O:27])[CH:12]=[CH:11][CH:10]=[CH:9][CH:8]=1 |f:2.3|. Procedure: A solution of 6 g. (0.018 mole) of the product of step E in hot acetic acid is treated with 6 ml. of 70 percent nitric acid while the solution is maintained at about 80° C. Sodium nitrate (2.7 g., 2 equivalents) is added gradually, and the mixture is heated on a steam bath for 45 minutes. The mixture is then poured into 500 ml. of water. The solid is filtered, recrystallized twice from acetone, then from an ethyl acetate-hexane mixture to provide yellow crystals of 3,5-diphenyl-2-nitrobenzofuran...